From a dataset of the Open Reaction Database (ORD), a public repository of structured organic reaction records. describe an organic reaction: reactants, conditions, products, and yield Yields the product CC1CN(C(C2=CC=CC=C12)C1=CC=CC=C1)C(CCC(=O)NCC1=CC(=CC=C1)C(F)(F)F)=O (4-(4-methyl-1-phenyl-3,4-dihydro-1H-isoquinolin-2-yl)-4-oxo-N-[[3-(trifluoromethyl)phenyl]methyl]butyric acid amide). Reactants: C(CCl)Cl (EDC), CCN(C(C)C)C(C)C (DIPEA), C=1C=CC2=C(C1)N=NN2O (HOBt), O=C(CCC(=O)O)NCC1=CC(=CC=C1)C(F)(F)F (4-oxo-4-(3-(trifluoromethyl)benzylamino)butyric acid), CC1CNC(C2=CC=CC=C12)C1=CC=CC=C1 (4-methyl-1-phenyl-1,2,3,4-tetrahydroisoquinoline). RXN SMILES: C(Cl)CCl.CCN(C(C)C)C(C)C.C1C=CC2N(O)N=NC=2C=1.[O:24]=[C:25]([NH:31][CH2:32][C:33]1[CH:38]=[CH:37][CH:36]=[C:35]([C:39]([F:42])([F:41])[F:40])[CH:34]=1)[CH2:26][CH2:27][C:28]([OH:30])=O.[CH3:43][CH:44]1[C:53]2[C:48](=[CH:49][CH:50]=[CH:51][CH:52]=2)[CH:47]([C:54]2[CH:59]=[CH:58][CH:57]=[CH:56][CH:55]=2)[NH:46][CH2:45]1>C(Cl)Cl.CCCCCC>[CH3:43][CH:44]1[C:53]2[C:48](=[CH:49][CH:50]=[CH:51][CH:52]=2)[CH:47]([C:54]2[CH:59]=[CH:58][CH:57]=[CH:56][CH:55]=2)[N:46]([C:28](=[O:30])[CH2:27][CH2:26][C:25]([NH:31][CH2:32][C:33]2[CH:38]=[CH:37][CH:36]=[C:35]([C:39]([F:42])([F:41])[F:40])[CH:34]=2)=[O:24])[CH2:45]1. Procedure details: 384 mg (2.0 mmol) of EDC, 306 μl (1.8 mmol) of DIPEA and 135 mg (1.0 mmol) of HOBt were added to a solution of 275 mg (1.0 mmol) of 4-oxo-4-(3-(trifluoromethyl)benzylamino)butyric acid (intermediate VVV01) in DCM (13 ml) and the mixture was stirred for 5 min at RT. Then 268 mg (1.2 mmol) of 4-methyl-1-phenyl-1,2,3,4-tetrahydroisoquinoline were added and the mixture was stirred for a further 2 h at RT. It was then diluted with DCM and washed successively with a 10% aqueous hydrochloric acid, a sa... Yield: 72.0%. Conditions: time 5 minute. Solvent: C(Cl)Cl (DCM), C(Cl)Cl (DCM), CCCCCC (hexane). The reactants are C(C)(C)(C)OC(=O)NC(CN1C2CN(CC1CC2)C(=O)OCC2=CC=CC=C2)CCOC2=CC=C(C=C2)C#N (benzyl 8-[2-[(tert-butoxycarbonyl)amino]-4-(4-cyanophenoxy)butyl]-3,8-diazabicyclo[3.2.1]octane-3-carboxylate). Reagents/catalysts: [Pd] (Pd/C). The solvent is C(C)O (ethanol). The product is C(#N)C1=CC=C(OCCC(CN2C3CNCC2CC3)NC(OC(C)(C)C)=O)C=C1 (tert-Butyl 3-(4-cyanophenoxy)-1-(3,8-diazabicyclo[3.2.1]oct-8-ylmethyl)propylcarbamate). Yield: 97.1%. As a reaction SMILES: [C:1]([O:5][C:6]([NH:8][CH:9]([CH2:29][CH2:30][O:31][C:32]1[CH:37]=[CH:36][C:35]([C:38]#[N:39])=[CH:34][CH:33]=1)[CH2:10][N:11]1[CH:16]2[CH2:17][CH2:18][CH:12]1[CH2:13][N:14](C(OCC1C=CC=CC=1)=O)[CH2:15]2)=[O:7])([CH3:4])([CH3:3])[CH3:2]>C(O)C.[Pd]>[C:38]([C:35]1[CH:34]=[CH:33][C:32]([O:31][CH2:30][CH2:29][CH:9]([NH:8][C:6](=[O:7])[O:5][C:1]([CH3:2])([CH3:3])[CH3:4])[CH2:10][N:11]2[CH:12]3[CH2:18][CH2:17][CH:16]2[CH2:15][NH:14][CH2:13]3)=[CH:37][CH:36]=1)#[N:39]. Procedure: A solution of benzyl 8-[2-[(tert-butoxycarbonyl)amino]-4-(4-cyanophenoxy)butyl]-3,8-diazabicyclo[3.2.1]octane-3-carboxylate (1 g, 1.8 mmol; from step (i) above) in 95% ethanol (200 mL) was hydrogenated over 5% Pd/C at 1 atm. for 1.5 h. The mixture was filtered through a pad of Celite® and the filtrate was evaporated to give 0.7 g (97%) of the title compound. Reactants: Br.C(C)NC([C@H]1N(CCC1)C([C@@H](N)C)=O)=O (L-alanyl-L-proline ethylamide hydrobromide), C(C(C)(C)C)(=O)Cl (pivaloyl chloride). Run in N1=CC=CC=C1 (pyridine). Reaction conditions: time 1 hour. The product is C(C)NC([C@H]1N(CCC1)C([C@@H](NC(C(C)(C)C)=O)C)=O)=O (N-pivaloyl-L-alanyl-L-proline ethylamide). Isolated yield 40.0%. Reaction SMILES: Br.[CH2:2]([NH:4][C:5](=[O:16])[C@@H:6]1[CH2:10][CH2:9][CH2:8][N:7]1[C:11](=[O:15])[C@H:12]([CH3:14])[NH2:13])[CH3:3].[C:17](Cl)(=[O:22])[C:18]([CH3:21])([CH3:20])[CH3:19]>N1C=CC=CC=1>[CH2:2]([NH:4][C:5](=[O:16])[C@@H:6]1[CH2:10][CH2:9][CH2:8][N:7]1[C:11](=[O:15])[C@H:12]([CH3:14])[NH:13][C:17](=[O:22])[C:18]([CH3:21])([CH3:20])[CH3:19])[CH3:3] |f:0.1|. Reported procedure: 1 g (0.0033 mol) of L-alanyl-L-proline ethylamide hydrobromide was dissolved in 20 ml of dry pyridine and 0.45 ml of pivaloyl chloride was added. The mixture was stirred for 1 hour at room temperature and then the pyridine was removed by evaporation. The oil was triturated with toluene, re-evaporated and then partitioned between chloroform and saturated brine. The chloroform layer was separated and dried over magnesium sulphate, filtered off and evaporated to a clear oil which crystallised on th... Reactants: [Si](C)(C)(C(C)(C)C)OC1CC(CN(C1)C(=O)OC(C)(C)C)C(=O)OC (1-tert-butyl 3-methyl 5-(tert-butyldimethylsilyloxy)piperidine-1,3 dicarboxylate), [Li+].[BH4-] (LiBH4), C(CC(O)(C(=O)O)CC(=O)O)(=O)O (citric acid). The solvent is C1CCOC1 (THF). Reaction conditions: time 2 hour. The product is [Si](C)(C)(C(C)(C)C)OC1CN(CC(C1)CO)C(=O)OC(C)(C)C (tert-butyl 3-(tert-butyldimethylsilyloxy)-5-(hydroxymethyl)piperidine-1-carboxylate). RXN SMILES: [Si:1]([O:8][CH:9]1[CH2:14][N:13]([C:15]([O:17][C:18]([CH3:21])([CH3:20])[CH3:19])=[O:16])[CH2:12][CH:11]([C:22](OC)=[O:23])[CH2:10]1)([C:4]([CH3:7])([CH3:6])[CH3:5])([CH3:3])[CH3:2].[Li+].[BH4-].C(O)(=O)CC(CC(O)=O)(C(O)=O)O>C1COCC1>[Si:1]([O:8][CH:9]1[CH2:10][CH:11]([CH2:22][OH:23])[CH2:12][N:13]([C:15]([O:17][C:18]([CH3:21])([CH3:20])[CH3:19])=[O:16])[CH2:14]1)([C:4]([CH3:7])([CH3:6])[CH3:5])([CH3:3])[CH3:2] |f:1.2|. Procedure details: A solution of 1-tert-butyl 3-methyl 5-(tert-butyldimethylsilyloxy)piperidine-1,3 from step A in THF (100 mL) was treated with LiBH4 (0.84 g, 38.5 mmol) at 0° C. stirring for 2 hours, warmed to room temperature, and then treated with citric acid (1M) till pH=4. The volatiles were removed in vacuo, and the residue was dissolved in ethyl acetate, washed with water and brine, dried over anhydrous sodium sulfate, filtered, and concentrated to give the title compound. MS (m/z): 246 (M-Boc+H)+. The reactants are C1(=CC=CC=C1)NC(=O)N1CCNCC1 (piperazine-1-carboxylic acid phenylamide), ClC=1C=C(C=O)C=CC1Cl (3,4-dichlorobenzaldehyde). Yields the product C1(=CC=CC=C1)NC(=O)N1CCN(CC1)CC1=CC(=C(C=C1)Cl)Cl (4-(3,4-Dichloro-benzyl)-piperazine-1-carboxylic acid phenylamide). Reaction SMILES: [C:1]1([NH:7][C:8]([N:10]2[CH2:15][CH2:14][NH:13][CH2:12][CH2:11]2)=[O:9])[CH:6]=[CH:5][CH:4]=[CH:3][CH:2]=1.[Cl:16][C:17]1[CH:18]=[C:19]([CH:22]=[CH:23][C:24]=1[Cl:25])[CH:20]=O>>[C:1]1([NH:7][C:8]([N:10]2[CH2:15][CH2:14][N:13]([CH2:20][C:19]3[CH:22]=[CH:23][C:24]([Cl:25])=[C:17]([Cl:16])[CH:18]=3)[CH2:12][CH2:11]2)=[O:9])[CH:6]=[CH:5][CH:4]=[CH:3][CH:2]=1. Procedure: The title compound was prepared from piperazine-1-carboxylic acid phenylamide and 3,4-dichlorobenzaldehyde in analogy to Example 18. 1H NMR (400 MHz, CDCl3): 8.82-8.81 (m, 2H), 7.98-7.96 (m, 2H), 7.65-7.57 (m, 3H), 7.16-7.13 (m, 1H), 3.88-3.81 (m, 4H), 3.50 (s, 2H), 2.60-2.53 (m, 4H).